From a dataset of the Open Reaction Database (ORD), a public repository of structured organic reaction records. describe an organic reaction: reactants, conditions, products, and yield Reactants: C1N2CN3CN1CN(C2)C3 (hexamethylene tetramine), C([O-])([O-])=O.[K+].[K+] (Potassium carbonate), COC1=CC=C(CN2C(C=3C(C2=O)=CC=CC3)=O)C=C1 (N-(4-methoxybenzyl)phthalimide), FC(C(=O)O)(F)F (trifluoroacetic acid). Run in O (water). Product: C(=O)C=1C=C(CN2C(C=3C(C2=O)=CC=CC3)=O)C=CC1OC (N-(3-formyl-4-methoxybenzyl)phthalimide). As a reaction SMILES: C1N2CN3CN(C2)CN1C3.[CH3:11][O:12][C:13]1[CH:30]=[CH:29][C:16]([CH2:17][N:18]2[C:22](=[O:23])[C:21]3=[CH:24][CH:25]=[CH:26][CH:27]=[C:20]3[C:19]2=[O:28])=[CH:15][CH:14]=1.FC(F)(F)[C:33](O)=[O:34].C(=O)([O-])[O-].[K+].[K+]>O>[CH:33]([C:30]1[CH:29]=[C:16]([CH:15]=[CH:14][C:13]=1[O:12][CH3:11])[CH2:17][N:18]1[C:22](=[O:23])[C:21]2=[CH:24][CH:25]=[CH:26][CH:27]=[C:20]2[C:19]1=[O:28])=[O:34] |f:3.4.5|. Reaction conditions: time 1 hour. Procedure details: 18 g of hexamethylene tetramine was added little by little to a mixture of 31 g N-(4-methoxybenzyl)phthalimide and 100 ml trifluoroacetic acid, stirred at room temperature for 1 hr, and then heated under reflux for 4 hr. The reaction solution was cooled to 0° C., and water was added thereto. Potassium carbonate was added thereto and the resulting crystals were collected by filtration. The crystals were dried to give 20 g of N-(3-formyl-4-methoxybenzyl)phthalimide. Reactants: CCOC(C)=O, S=C(Cl)Cl, Nc1cc(Oc2ncccn2)c(Cl)cc1F. Yields the product Fc1cc(Cl)c(Oc2ncccn2)cc1N=C=S. As a reaction SMILES: [CH3:21][CH2:22][O:23][C:24](=[O:25])[CH3:26].[Cl:17][C:18]([Cl:19])=[S:20].[Cl:1][c:2]1[cH:3][c:4]([F:16])[c:5]([NH2:15])[cH:6][c:7]1[O:8][c:9]1[n:10][cH:11][cH:12][cH:13][n:14]1>>[Cl:1][c:2]1[cH:3][c:4]([F:16])[c:5]([N:15]=[C:18]=[S:20])[cH:6][c:7]1[O:8][c:9]1[n:10][cH:11][cH:12][cH:13][n:14]1. Starting materials: C(#N)C=1SC(=CC1)C=O (2-cyano-5-formyl-thiophene), [BH4-].[Na+] (sodium borohydride). The solvent is CCO (EtOH). Run at time 5 minute. The product is C(#N)C=1SC(=CC1)CO (2-cyano-5-(hydroxymethyl)thiophene). Isolated yield 87.7%. Reaction SMILES: [C:1]([C:3]1[S:4][C:5]([CH:8]=[O:9])=[CH:6][CH:7]=1)#[N:2].[BH4-].[Na+]>CCO>[C:1]([C:3]1[S:4][C:5]([CH2:8][OH:9])=[CH:6][CH:7]=1)#[N:2] |f:1.2|. Procedure details: To a solution of 2-cyano-5-formyl-thiophene (6.9 g, 50 mmol) in EtOH (100 mL) was added sodium borohydride (1.9 g, 50 mmol) in portions. After 5 min of stirring, the solvent was removed in vacuo and the residue was partitioned between ethyl acetate and brine. The layers were separated and the organic phase was washed once with 1M citric acid and once with brine, then dried (MgSO4), filtered and concentrated in vacuo to give 6.1 g (88%) of 2-cyano-5-(hydroxymethyl)thiophene. The reactants are Cl.Cl.NC1=CC(=C(C(=O)NCC2CCNCC2)C=C1Cl)OC (4-Amino-5-chloro-2-methoxy-N-(piperidin-4-ylmethyl)benzamide dihydrochloride), BrCCCCCC(=O)C1=C(C=CC=C1)Cl (6-bromo-1-(2-chlorophenyl)-1-hexanone). Yields the product NC1=CC(=C(C(=O)NCC2CCN(CC2)CCCCCC(=O)C2=C(C=CC=C2)Cl)C=C1Cl)OC (4-amino-5-chloro-2-methoxy-N-((1-(6-(2-chlorophenyl)-6-oxohexyl)-piperidin-4-yl)methyl)benzamide). As a reaction SMILES: Cl.Cl.[NH2:3][C:4]1[C:19]([Cl:20])=[CH:18][C:7]([C:8]([NH:10][CH2:11][CH:12]2[CH2:17][CH2:16][NH:15][CH2:14][CH2:13]2)=[O:9])=[C:6]([O:21][CH3:22])[CH:5]=1.Br[CH2:24][CH2:25][CH2:26][CH2:27][CH2:28][C:29]([C:31]1[CH:36]=[CH:35][CH:34]=[CH:33][C:32]=1[Cl:37])=[O:30]>>[NH2:3][C:4]1[C:19]([Cl:20])=[CH:18][C:7]([C:8]([NH:10][CH2:11][CH:12]2[CH2:13][CH2:14][N:15]([CH2:24][CH2:25][CH2:26][CH2:27][CH2:28][C:29]([C:31]3[CH:36]=[CH:35][CH:34]=[CH:33][C:32]=3[Cl:37])=[O:30])[CH2:16][CH2:17]2)=[O:9])=[C:6]([O:21][CH3:22])[CH:5]=1 |f:0.1.2|. Reported procedure: 4-Amino-5-chloro-2-methoxy-N-(piperidin-4-ylmethyl)benzamide dihydrochloride as starting compound and 6-bromo-1-(2-chlorophenyl)-1-hexanone are reacted and treated in the same manner as in Example 199 to give 4-amino-5-chloro-2-methoxy-N-((1-(6-(2-chlorophenyl)-6-oxohexyl)-piperidin-4-yl)methyl)benzamide. The reactants are C[Si](C)(C)CCOCCl, [H-], [Na+], C1CCOC1, CC(C)N(Cc1cnc[nH]1)c1cccc([N+](=O)[O-])c1. Yields the product CC(C)N(Cc1cncn1COCC[Si](C)(C)C)c1cccc([N+](=O)[O-])c1. Reaction SMILES: [CH3:22][Si:23]([CH2:24][CH2:25][O:26][CH2:27][Cl:28])([CH3:29])[CH3:30].[H-:1].[Na+:2].[O:31]1[CH2:32][CH2:33][CH2:34][CH2:35]1.[n:3]1[cH:4][nH:5][c:6]([CH2:8][N:9]([c:10]2[cH:11][c:12]([N+:16](=[O:17])[O-:18])[cH:13][cH:14][cH:15]2)[CH:19]([CH3:20])[CH3:21])[cH:7]1>>[n:3]1[cH:4][n:5]([CH2:27][O:26][CH2:25][CH2:24][Si:23]([CH3:22])([CH3:29])[CH3:30])[c:6]([CH2:8][N:9]([c:10]2[cH:11][c:12]([N+:16](=[O:17])[O-:18])[cH:13][cH:14][cH:15]2)[CH:19]([CH3:20])[CH3:21])[cH:7]1. Reactants: Cl (HCl), C(#N)C1=C(C(=O)C(=C(C1=O)Cl)Cl)C#N (DDQ), [Si](C)(C)(C(C)(C)C)OCCCN1C=2C=CC(=CC2C=2C3C(C(CC12)C1=C(C=CC=C1OC)Cl)C(NC3=O)=O)OC (6-(3-{[tert-Butyl(dimethyl)silyl]oxy}propyl)-4-(2-chloro-6-methoxyphenyl)-9-methoxy-4,5,6,10c-tetrahydropyrrolo[3,4-c]carbazole-1,3(2H,3aH)-dione), [Si](C)(C)(C(C)(C)C)OCCCN1C=2C=CC(=CC2C=2C3C(C(CC12)C1=C(C=CC=C1)OC)C(NC3=O)=O)OC (6-(3-{[tert-Butyl(dimethyl)silyl]oxy}propyl)-9-methoxy-4-(2-methoxyphenyl)-4,5,6,10c-tetrahydropyrrolo[3,4-c]carbazole-1,3(2H, 3aH)-dione), ( 104 ). The solvent is C1CCOC1.CO (THF methanol). The product is ClC1=C(C(=CC=C1)OC)C1=CC=2N(C=3C=CC(=CC3C2C2=C1C(NC2=O)=O)OC)CCCO (4-(2-Chloro-6-methoxyphenyl)-6-(3-hydroxypropyl)-9-methoxypyrrolo[3,4-c]carbazole-1,3(2H,6H)-dione). Isolated yield 76.0%. Reaction SMILES: [Si]([O:8][CH2:9][CH2:10][CH2:11][N:12]1[C:24]2[CH2:23][CH:22]([C:25]3[C:30]([O:31][CH3:32])=[CH:29][CH:28]=[CH:27][C:26]=3[Cl:33])[CH:21]3[C:34](=[O:38])[NH:35][C:36](=[O:37])[CH:20]3[C:19]=2[C:18]2[CH:17]=[C:16]([O:39][CH3:40])[CH:15]=[CH:14][C:13]1=2)(C(C)(C)C)(C)C.[Si](OCCCN1C2CC(C3C=CC=CC=3OC)C3C(=O)NC(=O)C3C=2C2C=C(OC)C=CC1=2)(C(C)(C)C)(C)C.C(C1C(=O)C(Cl)=C(Cl)C(=O)C=1C#N)#N.Cl>C1COCC1.CO>[Cl:33][C:26]1[CH:27]=[CH:28][CH:29]=[C:30]([O:31][CH3:32])[C:25]=1[C:22]1[C:21]2[C:34](=[O:38])[NH:35][C:36](=[O:37])[C:20]=2[C:19]2[C:18]3[CH:17]=[C:16]([O:39][CH3:40])[CH:15]=[CH:14][C:13]=3[N:12]([CH2:11][CH2:10][CH2:9][OH:8])[C:24]=2[CH:23]=1 |f:4.5|. Procedure: The reaction of 6-(3-{[tert-Butyl(dimethyl)silyl]oxy}propyl)-4-(2-chloro-6-methoxyphenyl)-9-methoxy-4,5,6,10c-tetrahydropyrrolo[3,4-c]carbazole-1,3(2H,3aH)-dione (IV; Ar=2-chloro-6-methoxyphenyl, R10═CH2CH2CH2OSiMe2t-Bu) (104) prepared as described in example 57 with DDQ using the procedure described in example 70 followed by reaction with 2N HCl in THF/methanol gave 4-(2-Chloro-6-methoxyphenyl)-6-(3-hydroxypropyl)-9-methoxypyrrolo[3,4-c]carbazole-1,3(2H,6H)-dione (V; Ar=2-chloro-6-methoxyphenyl... As a reaction SMILES: [ClH:1].[NH2:2][C:3]1[CH:23]=[CH:22][CH:21]=[CH:20][C:4]=1[CH2:5][CH2:6][C:7]1[CH:19]=[CH:18][C:10]([C:11]([N:13]([CH2:16][CH3:17])[CH2:14][CH3:15])=[O:12])=[CH:9][N:8]=1>C(O)C>[ClH:1].[ClH:1].[NH2:2][C:3]1[CH:23]=[CH:22][CH:21]=[CH:20][C:4]=1[CH2:5][CH2:6][C:7]1[CH:19]=[CH:18][C:10]([C:11]([N:13]([CH2:16][CH3:17])[CH2:14][CH3:15])=[O:12])=[CH:9][N:8]=1 |f:3.4.5|. The product is Cl.Cl.NC1=C(CCC2=NC=C(C(=O)N(CC)CC)C=C2)C=CC=C1 (6-(o-aminophenethyl)-N,N-diethylnicotinamide dihydrochloride). Starting materials: Cl (hydrogen chloride), NC1=C(CCC2=NC=C(C(=O)N(CC)CC)C=C2)C=CC=C1 (6-(o-aminophenethyl)-N,N-diethylnicotinamide). Run in C(C)O (ethanol). Procedure: N,N-diethyl-6-(o-nitrostyryl)nicotinamide (16.3 g., 0.05 mole) reduced in 150 ml. of ethanol employing 0.1 g. of 10% palladium on carbon catalyst according to the procedure described in Example 2 (a) for 2(o-aminophenethyl)pyridine provides 6-(o-aminophenethyl)-N,N-diethylnicotinamide base. Addition of ethanolic hydrogen chloride to the nicotinamide base in ethanol provides 6-(o-aminophenethyl)-N,N-diethylnicotinamide dihydrochloride, m.p. 224°-226° C. (corr.). Reactants: OS(=O)(=O)[O-].[Na+] (NaHSO4), C(C)OC(=O)CC(=O)C1=C(C2=CC=CC=C2C=C1)NCC(=O)OC(C)(C)C (2-[ethoxycarbonylmethylcarbonyl][(1,1-dimethylethoxycarbonyl)methyl]aminonaphthalene), [Li+].[OH-] (LiOH). Run in CO (methanol), O (water). Reaction conditions: time 1 hour. The product is C(=O)(O)CC(=O)C1=C(C2=CC=CC=C2C=C1)NCC(=O)OC(C)(C)C (2-[carboxymethylcarbonyl][(1,1-dimethylethoxycarbonyl)methyl]aminonaphthalene). Yield: 40.3%. As a reaction SMILES: C([O:3][C:4]([CH2:6][C:7]([C:9]1[CH:18]=[CH:17][C:16]2[C:11](=[CH:12][CH:13]=[CH:14][CH:15]=2)[C:10]=1[NH:19][CH2:20][C:21]([O:23][C:24]([CH3:27])([CH3:26])[CH3:25])=[O:22])=[O:8])=[O:5])C.[Li+].[OH-].OS([O-])(=O)=O.[Na+]>CO.O>[C:4]([CH2:6][C:7]([C:9]1[CH:18]=[CH:17][C:16]2[C:11](=[CH:12][CH:13]=[CH:14][CH:15]=2)[C:10]=1[NH:19][CH2:20][C:21]([O:23][C:24]([CH3:27])([CH3:26])[CH3:25])=[O:22])=[O:8])([OH:5])=[O:3] |f:1.2,3.4|. Reported procedure: To a solution of 2-[ethoxycarbonylmethylcarbonyl][(1,1-dimethylethoxycarbonyl)methyl]aminonaphthalene (730 mg, 1.95 mmol) in methanol (5.0 mL) was added a solution of LiOH (123 mg, 2.91 mmol) in water (3.0 mL). The resulting reaction mixture was stirred at ambient temperature for 1 hour. The reaction mixture was acidified by 2N NaHSO4 to pH 3, then extracted by ethyl acetate (3×10 mL). The organic layer was evaporated in vacuo to afford 2-[carboxymethylcarbonyl][(1,1-dimethylethoxycarbonyl)methy... The reactants are BrC1=CN=C(C=2N1N=C(N2)C)N2CCNCC2 (5-bromo-2-methyl-8-(piperazin-1-yl)-[1,2,4]-triazolo[1,5-a]pyrazine), C(Cl)Cl (CH2Cl2), C=O (formaldehyde), NaBH3(CN), C(=O)(O)[O-].[Na+] (NaHCO3). Yields the product BrC1=CN=C(C=2N1N=C(N2)C)N2CCN(CC2)C (5-Bromo-2-methyl-8-(4-methylpiperazin-1-yl)-[1,2,4]triazolo[1,5-a]pyrazine). Reaction SMILES: [Br:1][C:2]1[N:7]2[N:8]=[C:9]([CH3:11])[N:10]=[C:6]2[C:5]([N:12]2[CH2:17][CH2:16][NH:15][CH2:14][CH2:13]2)=[N:4][CH:3]=1.[CH2:18](Cl)Cl.C=O.C([O-])(O)=O.[Na+]>CO>[Br:1][C:2]1[N:7]2[N:8]=[C:9]([CH3:11])[N:10]=[C:6]2[C:5]([N:12]2[CH2:17][CH2:16][N:15]([CH3:18])[CH2:14][CH2:13]2)=[N:4][CH:3]=1 |f:3.4|. Solvent: CO (MeOH). Conditions: time 0.5 hour. Procedure details: A 100 mL round bottom flask was charged with 5-bromo-2-methyl-8-(piperazin-1-yl)-[1,2,4]-triazolo[1,5-a]pyrazine (0.5 g, 1.7 mmol), CH2Cl2 (20 mL), MeOH (10 mL), 40% aqueous formaldehyde (2 mL) and NaBH3(CN) (0.5 g, 8.0 mmol). The resulting solution was stirred at room temperature for 0.5 h. Work-up: the reaction mixture was poured into saturated aqueous NaHCO3 and extracted with CH2Cl2 (50 mL×3). The combined organic layers were dried over anhydrous Na2SO4 and concentrated in vacuo. The residue... Isolated yield 76.0%. Reported procedure: Under an argon atmosphere 63.24 mL (63.24 mmol) of a sodium-bis(trimethylsilyl)-amide solution (1 M in THF) was added dropwise to a solution of 22.5 g (52.71 mmol) of (R)-3-[3-(4-amino-3-chloro-5-trifluoromethyl-phenyl)-propionyl]-4-benzyl-oxazolidin-2-one in 105 mL THF which had been cooled to −78° C. and the mixture was stirred for 2 h at −78° C. 38.9 mL (263.5 mmol) of tert.butyl bromoacetate were added dropwise to the reaction mixture at −78° C., this was stirred for a further 24 h at −78° C... Conditions: temperature -78 celsius, time 2 hour. Starting materials: [NH4+].[Cl-] (NH4Cl), C[Si](C)(C)[N-][Si](C)(C)C.[Na+] (sodium-bis(trimethylsilyl)-amide), NC1=C(C=C(C=C1C(F)(F)F)CCC(=O)N1C(OC[C@H]1CC1=CC=CC=C1)=O)Cl ((R)-3-[3-(4-amino-3-chloro-5-trifluoromethyl-phenyl)-propionyl]-4-benzyl-oxazolidin-2-one), BrCC(=O)OC(C)(C)C (tert.butyl bromoacetate). The solvent is C1CCOC1 (THF). As a reaction SMILES: C[Si]([N-][Si](C)(C)C)(C)C.[Na+].[NH2:11][C:12]1[C:17]([C:18]([F:21])([F:20])[F:19])=[CH:16][C:15]([CH2:22][CH2:23][C:24]([N:26]2[C@H:30]([CH2:31][C:32]3[CH:37]=[CH:36][CH:35]=[CH:34][CH:33]=3)[CH2:29][O:28][C:27]2=[O:38])=[O:25])=[CH:14][C:13]=1[Cl:39].Br[CH2:41][C:42]([O:44][C:45]([CH3:48])([CH3:47])[CH3:46])=[O:43].[NH4+].[Cl-]>C1COCC1>[NH2:11][C:12]1[C:17]([C:18]([F:19])([F:20])[F:21])=[CH:16][C:15]([CH2:22][C@H:23]([C:24]([N:26]2[C@H:30]([CH2:31][C:32]3[CH:33]=[CH:34][CH:35]=[CH:36][CH:37]=3)[CH2:29][O:28][C:27]2=[O:38])=[O:25])[CH2:41][C:42]([O:44][C:45]([CH3:48])([CH3:47])[CH3:46])=[O:43])=[CH:14][C:13]=1[Cl:39] |f:0.1,4.5|. Yields the product NC1=C(C=C(C[C@@H](CC(=O)OC(C)(C)C)C(=O)N2C(OC[C@H]2CC2=CC=CC=C2)=O)C=C1C(F)(F)F)Cl (tert.-butyl (S)-3-(4-amino-3-chloro-5-trifluoromethyl-benzyl)-4-((R)-4-benzyl-2-oxo-oxazolidin-3-yl)-4-oxo-butanoate).